This data is from the Open Reaction Database (ORD), a public repository of structured organic reaction records. The task is: describe an organic reaction: reactants, conditions, products, and yield The reactants are Oc1cccc(Cl)c1, COc1ccc2c(Cl)nc(Nc3cc(C)[nH]n3)cc2c1. The product is COc1ccc2c(Oc3cccc(Cl)c3)nc(Nc3cc(C)[nH]n3)cc2c1. RXN SMILES: [Cl:1][c:2]1[cH:3][c:4]([OH:8])[cH:5][cH:6][cH:7]1.[Cl:9][c:10]1[n:11][c:12]([NH:22][c:23]2[n:24][nH:25][c:26]([CH3:28])[cH:27]2)[cH:13][c:14]2[cH:15][c:16]([O:20][CH3:21])[cH:17][cH:18][c:19]12>>[Cl:1][c:2]1[cH:3][c:4]([O:8][c:10]2[n:11][c:12]([NH:22][c:23]3[n:24][nH:25][c:26]([CH3:28])[cH:27]3)[cH:13][c:14]3[cH:15][c:16]([O:20][CH3:21])[cH:17][cH:18][c:19]23)[cH:5][cH:6][cH:7]1.